From a dataset of the Open Reaction Database (ORD), a public repository of structured organic reaction records. describe an organic reaction: reactants, conditions, products, and yield Reactants: CCO, [Cl-], O=C(Nc1cccnc1Cl)c1ccccc1[N+](=O)[O-], [Na+], [OH-], O. RXN SMILES: [CH3:24][CH2:25][OH:26].[Cl-:1].[N+:2]([O-:3])(=[O:4])[c:5]1[c:6]([C:7](=[O:8])[NH:9][c:10]2[c:11]([Cl:16])[n:12][cH:13][cH:14][cH:15]2)[cH:17][cH:18][cH:19][cH:20]1.[Na+:23].[OH-:22].[OH2:21]>>[NH2:2][c:5]1[c:6]([C:7](=[O:8])[NH:9][c:10]2[c:11]([Cl:16])[n:12][cH:13][cH:14][cH:15]2)[cH:17][cH:18][cH:19][cH:20]1. The product is Nc1ccccc1C(=O)Nc1cccnc1Cl. As a reaction SMILES: [CH3:25][CH2:26][OH:27].[N+:1]([O-:2])(=[O:3])[c:4]1[cH:5][cH:6][c:7](-[c:10]2[cH:11][cH:12][c:13]([O:16][CH:17]3[CH2:18][N:19]4[CH2:20][CH2:21][CH:22]3[CH2:23][CH2:24]4)[cH:14][cH:15]2)[cH:8][cH:9]1>>[NH2:1][c:4]1[cH:5][cH:6][c:7](-[c:10]2[cH:11][cH:12][c:13]([O:16][CH:17]3[CH2:18][N:19]4[CH2:20][CH2:21][CH:22]3[CH2:23][CH2:24]4)[cH:14][cH:15]2)[cH:8][cH:9]1. Yields the product Nc1ccc(-c2ccc(OC3CN4CCC3CC4)cc2)cc1. Reactants: CCO, O=[N+]([O-])c1ccc(-c2ccc(OC3CN4CCC3CC4)cc2)cc1. Reactants: Cl.C1(=CC=CC2=CC=CC=C12)OC1CNCC1 ((rac)-3-[(1-Naphtalenyl)oxy]pyrrolidine hydrochloride), C1(=CC=CC2=CC=CC=C12)OC1CN(CC1)CC1=CC=CC=C1 ((rac)-3-[(1-naphtalenyl)oxy]-1-(phenylmethyl)-pyrrolidine). The product is Cl.COC=1C(=C2CCCC2=CC1)O[C@H]1CNCC1 ((R)-(−)-3-[(2,3-Dihydro-5-methoxy-1H-inden-4-yl)oxy]-pyrrolidine hydrochloride). As a reaction SMILES: [ClH:1].[C:2]1([O:12][CH:13]2[CH2:17][CH2:16][NH:15][CH2:14]2)[C:11]2[C:6](=C[CH:8]=[CH:9][CH:10]=2)[CH:5]=[CH:4][CH:3]=1.[C:18]1([O:28]C2CCN(CC3C=CC=CC=3)C2)C2C(=CC=CC=2)C=CC=1>>[ClH:1].[CH3:18][O:28][C:3]1[C:2]([O:12][C@@H:13]2[CH2:17][CH2:16][NH:15][CH2:14]2)=[C:11]2[C:6](=[CH:5][CH:4]=1)[CH2:8][CH2:9][CH2:10]2 |f:0.1,3.4|. Reported procedure: (rac)-3-[(1-Naphtalenyl)oxy]pyrrolidine hydrochloride m.p. 222° C., starting from (rac)-3-[(1-naphtalenyl)oxy]-1-(phenylmethyl)-pyrrolidine. Starting materials: CCO, [Cl-], Cl, N, [NH4+], O=C(O)CN1C(=O)CSC1=S, CCOC(=O)C(=O)c1csc(NC(=O)Nc2ccccc2)n1. Yields the product CCOC(=O)C(=C1SC(=S)N(CC(=O)O)C1=O)c1csc(NC(=O)Nc2ccccc2)n1. Reaction SMILES: [CH3:38][CH2:39][OH:40].[Cl-:34].[ClH:37].[NH3:36].[NH4+:35].[S:23]1[C:24](=[S:25])[N:26]([CH2:30][C:31](=[O:32])[OH:33])[C:27](=[O:28])[CH2:29]1.[c:1]1([NH:7][C:8]([NH:9][c:10]2[s:11][cH:12][c:13]([C:15]([C:16](=[O:17])[O:18][CH2:19][CH3:20])=[O:21])[n:14]2)=[O:22])[cH:2][cH:3][cH:4][cH:5][cH:6]1>>[c:1]1([NH:7][C:8]([NH:9][c:10]2[s:11][cH:12][c:13]([C:15]([C:16](=[O:17])[O:18][CH2:19][CH3:20])=[C:29]3[S:23][C:24](=[S:25])[N:26]([CH2:30][C:31](=[O:32])[OH:33])[C:27]3=[O:28])[n:14]2)=[O:22])[cH:2][cH:3][cH:4][cH:5][cH:6]1. Starting materials: [BH4-], CCB(CC)CC, C1CCOC1, CO, [Na+], CC=CC=CC(=O)CC(O)CC(=O)OC. Yields the product CC=CC=CC(O)CC(O)CC(=O)OC. Reaction SMILES: [BH4-:23].[CH2:16]([B:17]([CH2:18][CH3:19])[CH2:20][CH3:21])[CH3:22].[CH2:27]1[O:28][CH2:29][CH2:30][CH2:31]1.[CH3:25][OH:26].[Na+:24].[OH:1][CH:2]([CH2:3][C:4](=[O:5])[O:6][CH3:7])[CH2:8][C:9]([CH:10]=[CH:11][CH:12]=[CH:13][CH3:14])=[O:15]>>[OH:1][CH:2]([CH2:3][C:4](=[O:5])[O:6][CH3:7])[CH2:8][CH:9]([CH:10]=[CH:11][CH:12]=[CH:13][CH3:14])[OH:15]. The reactants are C(OC1=C(C=CC=C1)C(C)(C)C)([O-])=O (Tert-butylphenyl carbonate), NCCCCCCN (1,6 diaminohexane), C(C)O (ethanol). The product is C(=O)(OC(C)(C)C)NCCCCCCN (N-Boc-1,6-hexanediamine). As a reaction SMILES: [C:1](=[O:14])([O-])[O:2][C:3]1[CH:8]=CC=C[C:4]=1C(C)(C)C.[NH2:15][CH2:16][CH2:17][CH2:18][CH2:19][CH2:20][CH2:21][NH2:22].[CH2:23](O)C>>[C:1]([NH:15][CH2:16][CH2:17][CH2:18][CH2:19][CH2:20][CH2:21][NH2:22])([O:2][C:3]([CH3:4])([CH3:8])[CH3:23])=[O:14]. Reported procedure: Tert-butylphenyl carbonate (6.37 mL, 14.7 mmol) was added dropwise to a solution of 1,6 diaminohexane (4 g, 14.7 mmol) in ethanol (20 mL) at 80° C. The reaction mixture was refluxed overnight. The reaction mixture was then cooled to room temperature leaving a yellow solution. The solution was concentrated to 15 mL and diluted with water (30 mL). The solution pH was adjusted to 3 with 2M HCl followed by an extraction with dichloromethane (3×50 mL). The water solution pH was then adjusted to pH 12... The reactants are C(CCC)O (butanol), O.C[N+]1(CCOCC1)[O-] (4-methylmorpholine N-oxide monohydrate), C(=O)(OCC1=CC=CC=C1)NCCCCC1=CC=C(C=C1)OCC=C (N-Cbz-4-(4-allyloxyphenyl)butylamine), OS(=O)[O-].[Na+] (NaHSO3). Reagents/catalysts: [Os](=O)(=O)(=O)=O (osmium tetroxide). Solvent: CC(=O)C.O (acetone water), CC(=O)C.O (acetone water). Reaction conditions: time 10 minute. Product: C(=O)(OCC1=CC=CC=C1)NCCCCC1=C(C=CC=C1)OCC(CO)O (N-Cbz-4-[(2,3-dihydroxypropyloxy)phenyl]butylamine). Yield: 62.0%. As a reaction SMILES: [CH2:1]([OH:5])CCC.O.C[N+]1([O-])[CH2:13][CH2:12][O:11][CH2:10][CH2:9]1.[C:15]([NH:25][CH2:26][CH2:27][CH2:28][CH2:29][C:30]1[CH:35]=[CH:34][C:33](OCC=C)=CC=1)([O:17][CH2:18][C:19]1[CH:24]=[CH:23][CH:22]=[CH:21][CH:20]=1)=[O:16].[OH:40]S([O-])=O.[Na+]>CC(C)=O.O.[Os](=O)(=O)(=O)=O>[C:15]([NH:25][CH2:26][CH2:27][CH2:28][CH2:29][C:30]1[CH:35]=[CH:34][CH:33]=[CH:13][C:12]=1[O:11][CH2:10][CH:9]([OH:40])[CH2:1][OH:5])([O:17][CH2:18][C:19]1[CH:20]=[CH:21][CH:22]=[CH:23][CH:24]=1)=[O:16] |f:1.2,4.5,6.7|. Procedure details: A solution of osmium tetroxide (50 mg, 0.2 mmol) in tent-butanol (8 mL) was added to a solution of 4-methylmorpholine N-oxide monohydrate (1.2 g, 9.1 mmol) in 100 mL (1:1) acetone/water solution and the mixture was stirred for 10 min at room temperature. After this time, 30 (3.1 g, 9.0 mmol) was added in 50 mL (1:1) acetone/water solution. The reaction mixture was stirred at room temperature overnight, then NaHSO3 (0.5 g) was added and the stirring was continued for 15 min. The acetone was evapo...